This data is from the Open Reaction Database (ORD), a public repository of structured organic reaction records. The task is: describe an organic reaction: reactants, conditions, products, and yield Starting materials: ClC1=C(C=O)C(=CC=C1)C (2-chloro-6-methylbenzaldehyde), CC1(OB(OC1(C)C)C=1C=CC(=NC1)C(=O)NCCC(=O)OCC)C (ethyl 3-(5-(4,4,5,5-tetramethyl-1,3,2-dioxaborolan-2-yl)picolinamido)propanoate), [O-]P(=O)([O-])[O-].[K+].[K+].[K+] (K3PO4). Reagents/catalysts: C=1C=CC(=CC1)[P](C=2C=CC=CC2)(C=3C=CC=CC3)[Pd]([P](C=4C=CC=CC4)(C=5C=CC=CC5)C=6C=CC=CC6)([P](C=7C=CC=CC7)(C=8C=CC=CC8)C=9C=CC=CC9)[P](C=1C=CC=CC1)(C=1C=CC=CC1)C=1C=CC=CC1 (Pd(PPh3)4). Solvent: O1CCOCC1 (1,4-dioxane), C(Cl)Cl (DCM). Reaction conditions: temperature 100 celsius. Yields the product C(=O)C1=C(C=CC=C1C)C=1C=CC(=NC1)C(=O)NCCC(=O)OCC (ethyl 3-(5-(2-formyl-3-methylphenyl)picolinamido)propanoate). As a reaction SMILES: Cl[C:2]1[CH:9]=[CH:8][CH:7]=[C:6]([CH3:10])[C:3]=1[CH:4]=[O:5].CC1(C)C(C)(C)OB([C:19]2[CH:20]=[CH:21][C:22]([C:25]([NH:27][CH2:28][CH2:29][C:30]([O:32][CH2:33][CH3:34])=[O:31])=[O:26])=[N:23][CH:24]=2)O1.[O-]P([O-])([O-])=O.[K+].[K+].[K+]>O1CCOCC1.C(Cl)Cl.C1C=CC([P]([Pd]([P](C2C=CC=CC=2)(C2C=CC=CC=2)C2C=CC=CC=2)([P](C2C=CC=CC=2)(C2C=CC=CC=2)C2C=CC=CC=2)[P](C2C=CC=CC=2)(C2C=CC=CC=2)C2C=CC=CC=2)(C2C=CC=CC=2)C2C=CC=CC=2)=CC=1>[CH:4]([C:3]1[C:6]([CH3:10])=[CH:7][CH:8]=[CH:9][C:2]=1[C:19]1[CH:20]=[CH:21][C:22]([C:25]([NH:27][CH2:28][CH2:29][C:30]([O:32][CH2:33][CH3:34])=[O:31])=[O:26])=[N:23][CH:24]=1)=[O:5] |f:2.3.4.5,^1:56,58,77,96|. Reported procedure: 2-chloro-6-methylbenzaldehyde (156 mg, 1.01 mmol), ethyl 3-(5-(4,4,5,5-tetramethyl-1,3,2-dioxaborolan-2-yl)picolinamido)propanoate (434 mg, 1.25 mmol), Pd(PPh3)4 (58 mg, 0.05 mmol), and 2M K3PO4 (aq) (1.0 mL, 2.00 mmol) were dissolved in 1,4-dioxane (3.0 mL) and heated to 100° C. After 4 h the resulting mixture was cooled to room temperature, diluted with DCM, dried (Na2SO4), concentrated and purified via column chromatography to yield the title compound.